Dataset: the Open Reaction Database (ORD), a public repository of structured organic reaction records. Task: describe an organic reaction: reactants, conditions, products, and yield The reactants are COC(CC1=C(C=C(C=C1)I)F)=O (2-fluoro-4-iodo phenyl acetic acid methyl ester), C1(CC1)N(C)CC=1C=C(C=C2C(CC(OC12)(C)C)(C)C)C#C (8-[(cyclopropyl-methyl-amino)-methyl]-6-ethynyl-2,2,4,4-tetramethyl-chroman), C1(CC1)N(C)CC=1C=C(C=C2C(CC(OC12)(C)C)(C)C)C#C (8-[(cyclopropyl-methyl-amino)-methyl]-6-ethynyl-2,2,4,4-tetramethyl-chroman). The reagents and catalysts are [Cu]I (copper(I)iodide), Cl[Pd]([P](C1=CC=CC=C1)(C2=CC=CC=C2)C3=CC=CC=C3)([P](C4=CC=CC=C4)(C5=CC=CC=C5)C6=CC=CC=C6)Cl (dichlorobis(triphenylphosphine)palladium(II)). The solvent is C(C)N(CC)CC (triethyl amine). Yields the product COC(CC1=C(C=C(C=C1)C#CC=1C=C2C(CC(OC2=C(C1)CN(C)C1CC1)(C)C)(C)C)F)=O ((4-{8-[(Cyclopropyl-methyl-amino)-methyl]-2,2,4,4-tetramethyl-chroman-6-ylethynyl}-2-fluoro-phenyl)-acetic acid methyl ester), oil. Isolated yield 64.0%. Reaction SMILES: [CH:1]1([N:4]([CH2:6][C:7]2[CH:8]=[C:9]([C:21]#[CH:22])[CH:10]=[C:11]3[C:16]=2[O:15][C:14]([CH3:18])([CH3:17])[CH2:13][C:12]3([CH3:20])[CH3:19])[CH3:5])[CH2:3][CH2:2]1.[CH3:23][O:24][C:25](=[O:35])[CH2:26][C:27]1[CH:32]=[CH:31][C:30](I)=[CH:29][C:28]=1[F:34]>[Cu]I.Cl[Pd](Cl)([P](C1C=CC=CC=1)(C1C=CC=CC=1)C1C=CC=CC=1)[P](C1C=CC=CC=1)(C1C=CC=CC=1)C1C=CC=CC=1.C(N(CC)CC)C>[CH3:23][O:24][C:25](=[O:35])[CH2:26][C:27]1[CH:32]=[CH:31][C:30]([C:22]#[C:21][C:9]2[CH:10]=[C:11]3[C:16](=[C:7]([CH2:6][N:4]([CH:1]4[CH2:2][CH2:3]4)[CH3:5])[CH:8]=2)[O:15][C:14]([CH3:17])([CH3:18])[CH2:13][C:12]3([CH3:20])[CH3:19])=[CH:29][C:28]=1[F:34] |^1:40,59|. Reported procedure: Following General Procedure B and using 8-[(cyclopropyl-methyl-amino)-methyl]-6-ethynyl-2,2,4,4-tetramethyl-chroman (Intermediate 11, 0.084 g, 0.28 mmol), 2-fluoro-4-iodo phenyl acetic acid methyl ester (U.S. Pat. No. 6,252,090, 0.091 g, 0.3 mmol), triethyl amine (3 mL), copper(I)iodide (0.027 g, 0.14 mmol) and dichlorobis(triphenylphosphine)palladium(II) (0.060 g, 0.085 mmol) followed by flash column chromatography over silica gel (230–400 mesh), the title compound was obtained as a yellow oil ... The reactants are Cl (HCl), CN(C)C(=[N+](C)C)ON1C2=C(C=CC=C2)N=N1.[B-](F)(F)(F)F (TBTU), CCN(C(C)C)C(C)C (DIPEA), C(C)(C)(C)OC(=O)[C@H]1N(CCC1)S(=O)(=O)C1=CN=C2N1[C@@](C(N2C2=CC(=CC(=C2)Cl)Cl)=O)(CC2=CC=C(C=C2)C=2C=NC=NC2)C ((S)-1-[(R)-7-(3,5-dichloro-phenyl)-5-methyl-6-oxo-5-(4-pyrimidin-5-yl-benzyl)-6,7-dihydro-5H-imidazo[1,2-a]imidazole-3-sulfonyl]-pyrrolidine-2-carboxylic acid tert-butyl ester), N1CCC(C(=O)OC)CC1 (methyl isonipecotate). The solvent is C(Cl)Cl (CH2Cl2), CN(C)C=O.C(Cl)Cl (DMF CH2Cl2). Run at temperature 95 celsius, time 1 hour. The product is ClC=1C=C(C=C(C1)Cl)N1C([C@](N2C1=NC=C2S(=O)(=O)N2[C@@H](CCC2)C(=O)N2CCC(CC2)C(=O)O)(CC2=CC=C(C=C2)C=2C=NC=NC2)C)=O (1-{(S)-1-[(R)-7-(3,5-dichloro-phenyl)-5-methyl-6-oxo-5-(4-pyrimidin-5-yl-benzyl)-6,7-dihydro-5H-imidazo[1,2-a]imidazole-3-sulfonyl]-pyrrolidine-2-carbonyl}-piperidine-4-carboxylic acid). Isolated yield 61.1%. Reaction SMILES: CN(C(ON1N=NC2C=CC=CC1=2)=[N+](C)C)C.[B-](F)(F)(F)F.C([O:27][C:28]([C@@H:30]1[CH2:34][CH2:33][CH2:32][N:31]1[S:35]([C:38]1[N:42]2[C@:43]([CH3:68])([CH2:55][C:56]3[CH:61]=[CH:60][C:59]([C:62]4[CH:63]=[N:64][CH:65]=[N:66][CH:67]=4)=[CH:58][CH:57]=3)[C:44](=[O:54])[N:45]([C:46]3[CH:51]=[C:50]([Cl:52])[CH:49]=[C:48]([Cl:53])[CH:47]=3)[C:41]2=[N:40][CH:39]=1)(=[O:37])=[O:36])=O)(C)(C)C.[NH:69]1[CH2:78][CH2:77][CH:72]([C:73]([O:75]C)=[O:74])[CH2:71][CH2:70]1.CCN(C(C)C)C(C)C.Cl>CN(C=O)C.C(Cl)Cl.C(Cl)Cl>[Cl:53][C:48]1[CH:47]=[C:46]([N:45]2[C:41]3=[N:40][CH:39]=[C:38]([S:35]([N:31]4[CH2:32][CH2:33][CH2:34][C@H:30]4[C:28]([N:69]4[CH2:78][CH2:77][CH:72]([C:73]([OH:75])=[O:74])[CH2:71][CH2:70]4)=[O:27])(=[O:36])=[O:37])[N:42]3[C@:43]([CH3:68])([CH2:55][C:56]3[CH:61]=[CH:60][C:59]([C:62]4[CH:63]=[N:64][CH:65]=[N:66][CH:67]=4)=[CH:58][CH:57]=3)[C:44]2=[O:54])[CH:51]=[C:50]([Cl:52])[CH:49]=1 |f:0.1,6.7|. Procedure: TBTU (0.12 g), (S)-1-[(R)-7-(3,5-dichloro-phenyl)-5-methyl-6-oxo-5-(4-pyrimidin-5-yl-benzyl)-6,7-dihydro-5H-imidazo[1,2-a]imidazole-3-sulfonyl]-pyrrolidine-2-carboxylic acid (Example 14) (0.15 g) and methyl isonipecotate (0.041 g), followed by DIPEA (0.10 mL), were combined in 1% DMF-CH2Cl2 (10.1 mL) at room temperature and the solution was stirred for 1 h. The reaction was diluted with CH2Cl2, poured into 1N HCl, and extracted with CH2Cl2. The combined organic layers were washed with saturated ... The reactants are CCS, N#Cc1cccc(Cl)n1, [H-], [Na+], C1CCOC1. Product: CCSc1cccc(C#N)n1. RXN SMILES: [CH2:1]([CH3:2])[SH:3].[Cl:6][c:7]1[n:8][c:9]([C:13]#[N:14])[cH:10][cH:11][cH:12]1.[H-:4].[Na+:5].[O:15]1[CH2:16][CH2:17][CH2:18][CH2:19]1>>[CH2:1]([CH3:2])[S:3][c:7]1[n:8][c:9]([C:13]#[N:14])[cH:10][cH:11][cH:12]1.